This data is from the Open Reaction Database (ORD), a public repository of structured organic reaction records. The task is: describe an organic reaction: reactants, conditions, products, and yield Reactants: C(C)(=O)OC(C)OC([C@@H](N)CC1=CC=C(C=C1)C=1C(N(C(N(C1C)C)=O)C)=O)=O (4-(1,3,6-trimethyl-2,4-dioxo-5-pyrimidinyl)-L-phenylalanine 1-(acetoxy)ethyl ester), ClC1=C(C(=O)Cl)C(=CC=C1)C (2-chloro-6-methylbenzoyl chloride). The product is C(C)(=O)OC(C)OC([C@@H](NC(=O)C1=C(C=CC=C1C)Cl)CC1=CC=C(C=C1)C=1C(N(C(N(C1C)C)=O)C)=O)=O (N-[(2-chloro-6-methylphenyl)carbonyl]-4-(1,3,6-trimethyl-2,4-dioxo-5-pyrimidinyl)-L-phenylalanine 1-(acetoxy)ethyl ester). RXN SMILES: [C:1]([O:4][CH:5]([O:7][C:8](=[O:29])[C@H:9]([CH2:11][C:12]1[CH:17]=[CH:16][C:15]([C:18]2[C:19](=[O:28])[N:20]([CH3:27])[C:21](=[O:26])[N:22]([CH3:25])[C:23]=2[CH3:24])=[CH:14][CH:13]=1)[NH2:10])[CH3:6])(=[O:3])[CH3:2].[Cl:30][C:31]1[CH:39]=[CH:38][CH:37]=[C:36]([CH3:40])[C:32]=1[C:33](Cl)=[O:34]>>[C:1]([O:4][CH:5]([O:7][C:8](=[O:29])[C@H:9]([CH2:11][C:12]1[CH:13]=[CH:14][C:15]([C:18]2[C:19](=[O:28])[N:20]([CH3:27])[C:21](=[O:26])[N:22]([CH3:25])[C:23]=2[CH3:24])=[CH:16][CH:17]=1)[NH:10][C:33]([C:32]1[C:36]([CH3:40])=[CH:37][CH:38]=[CH:39][C:31]=1[Cl:30])=[O:34])[CH3:6])(=[O:3])[CH3:2]. Procedure details: N-[(2-chloro-6-methylphenyl)carbonyl]-4-(1,3,6-trimethyl-2,4-dioxo-5-pyrimidinyl)-L-phenylalanine 1-(acetoxy)ethyl ester was prepared from 4-(1,3,6-trimethyl-2,4-dioxo-5-pyrimidinyl)-L-phenylalanine 1-(acetoxy)ethyl ester and 2-chloro-6-methylbenzoyl chloride using the general procedures described in example 33 and was obtained as a white solid: mp 84-88° C. ES-HRMS m/e calcd for C28H30ClN3O7 (M+Na) 578.1664, found 578.1665. The reactants are [BH3-]C#N, CO, COc1ccc(C=O)cc1OC1CCCC1, Nc1n[nH]cc1C(=O)O, [Na+]. Product: COc1ccc(CNc2n[nH]cc2C(=O)O)cc1OC1CCCC1. As a reaction SMILES: [C:26]([BH3-:27])#[N:28].[CH3:30][OH:31].[CH:10]1([O:15][c:16]2[cH:17][c:18]([CH:19]=[O:20])[cH:21][cH:22][c:23]2[O:24][CH3:25])[CH2:11][CH2:12][CH2:13][CH2:14]1.[NH2:1][c:2]1[n:3][nH:4][cH:5][c:6]1[C:7](=[O:8])[OH:9].[Na+:29]>>[NH:1]([c:2]1[n:3][nH:4][cH:5][c:6]1[C:7](=[O:8])[OH:9])[CH2:19][c:18]1[cH:17][c:16]([O:15][CH:10]2[CH2:11][CH2:12][CH2:13][CH2:14]2)[c:23]([O:24][CH3:25])[cH:22][cH:21]1. The reactants are COc1cc(C)cc(C2=NC(C)(C)CO2)c1OC, [Li], [NH2-], C1CCOC1. The product is COc1cc(C)cc(C2=NC(C)(C)CO2)c1N. RXN SMILES: [CH3:1][O:2][c:3]1[c:4]([C:12]2=[N:16][C:15]([CH3:17])([CH3:18])[CH2:14][O:13]2)[cH:5][c:6]([CH3:11])[cH:7][c:8]1[O:9][CH3:10].[Li:19].[NH2-:20].[O:21]1[CH2:22][CH2:23][CH2:24][CH2:25]1>>[c:3]1([NH2:20])[c:4]([C:12]2=[N:16][C:15]([CH3:17])([CH3:18])[CH2:14][O:13]2)[cH:5][c:6]([CH3:11])[cH:7][c:8]1[O:9][CH3:10]. The reactants are [BH4-], [BH4-], CCOCC, Cl, CCOC(=O)C(Cc1ccc(C(C)C)cc1)C(=O)c1ccc(F)cc1, [Zn+2]. Yields the product CCOC(=O)C(Cc1ccc(C(C)C)cc1)C(O)c1ccc(F)cc1. As a reaction SMILES: [BH4-:32].[BH4-:34].[CH3:27][CH2:28][O:29][CH2:30][CH3:31].[ClH:26].[F:1][c:2]1[cH:3][cH:4][c:5]([C:8]([CH:9]([C:10](=[O:11])[O:12][CH2:13][CH3:14])[CH2:15][c:16]2[cH:17][cH:18][c:19]([CH:22]([CH3:23])[CH3:24])[cH:20][cH:21]2)=[O:25])[cH:6][cH:7]1.[Zn+2:33]>>[F:1][c:2]1[cH:3][cH:4][c:5]([CH:8]([CH:9]([C:10](=[O:11])[O:12][CH2:13][CH3:14])[CH2:15][c:16]2[cH:17][cH:18][c:19]([CH:22]([CH3:23])[CH3:24])[cH:20][cH:21]2)[OH:25])[cH:6][cH:7]1.